The task is: describe an organic reaction: reactants, conditions, products, and yield. This data is from the Open Reaction Database (ORD), a public repository of structured organic reaction records. The reactants are [H-].[Na+] (NaH), BrC1=C(C=C(C=C1)[N+](=O)[O-])CCO (2-(2-bromo-5-nitrophenyl)ethanol), CI (MeI). The solvent is C1CCOC1 (THF). Conditions: temperature 0 celsius. Yields the product BrC1=C(C=C(C=C1)[N+](=O)[O-])CCOC (1-bromo-2-(2-methoxyethyl)-4-nitrobenzene). The yield is 79.0%. RXN SMILES: [Br:1][C:2]1[CH:7]=[CH:6][C:5]([N+:8]([O-:10])=[O:9])=[CH:4][C:3]=1[CH2:11][CH2:12][OH:13].[H-].[Na+].[CH3:16]I>C1COCC1>[Br:1][C:2]1[CH:7]=[CH:6][C:5]([N+:8]([O-:10])=[O:9])=[CH:4][C:3]=1[CH2:11][CH2:12][O:13][CH3:16] |f:1.2|. Procedure details: A solution of 2-(2-bromo-5-nitrophenyl)ethanol (12 g, 48.7 mmol) in THF (100 mL) was cooled to 0° C., then NaH (2.53 g, 60%) was added slowly, followed by stirring at 0° C. for half an hour. Then MeI (33 mL, 487 mmol) was dropwise added, followed by stirring at room temperature overnight. The solvent was evaporated, water was added. The aqueous layer was extracted with ethyl acetate 3 times. The combined organic phase was washed with brine, dried over sodium sulfate and concentrated to give 1-br... Reactants: C(C)(C)(C)[Si](OC=1C=CC=C2C=CC(=NC12)NC1=C(C=C(C=C1)OC)[N+](=O)[O-])(C)C ([8-(tert-Butyl-dimethyl-silanyloxy)-quinolin-2-yl]-(4-methoxy-2-nitro-phenyl)-amine), NN (hydrazine). The reagents and catalysts are [Pd] (palladium on carbon). Solvent: C(C)O (ethanol), C1CCOC1 (THF). Run at time 2 hour. The product is C(C)(C)(C)[Si](OC=1C=CC=C2C=CC(=NC12)NC=1C(=CC(=CC1)OC)N)(C)C (N1-[8-(tert-Butyl-dimethyl-silanyloxy)-quinolin-2-yl]-4-methoxy-benzene-1,2-diamine). Yield: 90.2%. RXN SMILES: [C:1]([Si:5]([CH3:30])([CH3:29])[O:6][C:7]1[CH:8]=[CH:9][CH:10]=[C:11]2[C:16]=1[N:15]=[C:14]([NH:17][C:18]1[CH:23]=[CH:22][C:21]([O:24][CH3:25])=[CH:20][C:19]=1[N+:26]([O-])=O)[CH:13]=[CH:12]2)([CH3:4])([CH3:3])[CH3:2].NN>C(O)C.C1COCC1.[Pd]>[C:1]([Si:5]([CH3:30])([CH3:29])[O:6][C:7]1[CH:8]=[CH:9][CH:10]=[C:11]2[C:16]=1[N:15]=[C:14]([NH:17][C:18]1[C:19]([NH2:26])=[CH:20][C:21]([O:24][CH3:25])=[CH:22][CH:23]=1)[CH:13]=[CH:12]2)([CH3:4])([CH3:3])[CH3:2]. Procedure: ([8-(tert-Butyl-dimethyl-silanyloxy)-quinolin-2-yl]-(4-methoxy-2-nitro-phenyl)-amine 1B (21.9 g, 51.3 mMol) was dissolved in a solution of 200 mL ethanol (EtOH) and 70 mL of THF under an atmosphere of dry N2. To this solution was added 10% palladium on carbon (2.18 g) followed by the dropwise addition of 10 mL of anhydrous hydrazine. The reaction mixture was stirred at ambient temperature for 2 hours after which time it was filtered through Celite™ and the Celite™ was washed with DCM. The combin... Starting materials: Cl.Cl.COC(CCNC1CCN(CC1)CC1=CC=CC=C1)=O (N-[1-benzyl-4-piperidinyl]-β-alanine methyl ester dihydrochloride), C1(=CC=CC=C1)CC=O (phenylacetaldehyde), C(#N)[BH3-].[Na+] (sodium cyanoborohydride). The product is Cl.Cl.COC(CCN(CCC1=CC=CC=C1)C1CCN(CC1)CC1=CC=CC=C1)=O (N-[1-Benzyl-4-piperidinyl]-N-(2-phenylethyl)-β-alanine methyl ester dihydrochloride). RXN SMILES: [ClH:1].Cl.[CH3:3][O:4][C:5](=[O:22])[CH2:6][CH2:7][NH:8][CH:9]1[CH2:14][CH2:13][N:12]([CH2:15][C:16]2[CH:21]=[CH:20][CH:19]=[CH:18][CH:17]=2)[CH2:11][CH2:10]1.[C:23]1([CH2:29][CH:30]=O)[CH:28]=[CH:27][CH:26]=[CH:25][CH:24]=1.C([BH3-])#N.[Na+]>>[ClH:1].[ClH:1].[CH3:3][O:4][C:5](=[O:22])[CH2:6][CH2:7][N:8]([CH:9]1[CH2:10][CH2:11][N:12]([CH2:15][C:16]2[CH:17]=[CH:18][CH:19]=[CH:20][CH:21]=2)[CH2:13][CH2:14]1)[CH2:30][CH2:29][C:23]1[CH:28]=[CH:27][CH:26]=[CH:25][CH:24]=1 |f:0.1.2,4.5,6.7.8|. Reported procedure: Prepared from N-[1-benzyl-4-piperidinyl]-β-alanine methyl ester dihydrochloride, phenylacetaldehyde and sodium cyanoborohydride.